From a dataset of the Open Reaction Database (ORD), a public repository of structured organic reaction records. describe an organic reaction: reactants, conditions, products, and yield Starting materials: [H-].[Na+] (Sodium hydride), COC1=C(C=CC(=N1)C1=NN2C(C(CCCC2)C2=C(C=CC=C2)C(F)(F)F)=N1)N1C=NC(=C1)C (2-[6-methoxy-5-(4-methyl-1H-imidazol-1-yl)pyridin-2-yl]-9-(2-trifluoromethylphenyl)-6,7,8,9-tetrahydro-5H-[1,2,4]triazolo[1,5-a]azepine), 75, CN(C)C=O (DMF). Conditions: time 4 day. Product: COC1=C(C=CC(=N1)C1=NN2C(C(CCCC2)(O)C2=C(C=CC=C2)C(F)(F)F)=N1)N1C=NC(=C1)C (2-[6-methoxy-5-(4-methyl-1H-imidazol-1-yl)pyridin-2-yl]-9-(2-trifluoromethylphenyl)-6,7,8,9-tetrahydro-5H-[1,2,4]triazolo[1,5-a]azepin-9-ol). RXN SMILES: [H-].[Na+].[CH3:3][O:4][C:5]1[N:10]=[C:9]([C:11]2[N:30]=[C:14]3[CH:15]([C:20]4[CH:25]=[CH:24][CH:23]=[CH:22][C:21]=4[C:26]([F:29])([F:28])[F:27])[CH2:16][CH2:17][CH2:18][CH2:19][N:13]3[N:12]=2)[CH:8]=[CH:7][C:6]=1[N:31]1[CH:35]=[C:34]([CH3:36])[N:33]=[CH:32]1.CN(C=[O:41])C>>[CH3:3][O:4][C:5]1[N:10]=[C:9]([C:11]2[N:30]=[C:14]3[C:15]([C:20]4[CH:25]=[CH:24][CH:23]=[CH:22][C:21]=4[C:26]([F:27])([F:29])[F:28])([OH:41])[CH2:16][CH2:17][CH2:18][CH2:19][N:13]3[N:12]=2)[CH:8]=[CH:7][C:6]=1[N:31]1[CH:35]=[C:34]([CH3:36])[N:33]=[CH:32]1 |f:0.1|. Procedure details: Sodium hydride (60%) was added to a solution of 2-[6-methoxy-5-(4-methyl-1H-imidazol-1-yl)pyridin-2-yl]-9-(2-trifluoromethylphenyl)-6,7,8,9-tetrahydro-5H-[1,2,4]triazolo[1,5-a]azepine obtained in Examples 74 and 75 (83 mg) in DMF (5 mL) with stirring under ice-cooling until bubbling was stopped. Thereafter, the mixture was stirred at room temperature in an oxygen atmosphere. After four days, ice water, chloroform and a saturated sodium thiosulfate solution were added to the reaction solution, an... Starting materials: C(C)(C)(C)C1=C(C=CC(=C1)C(C)(C)C)O (2,4-di-t-butylphenol), COC(=O)C#CC(=O)OC (acetylene dicarboxylic acid dimethyl ester). Reagents/catalysts: [OH-].C(C1=CC=CC=C1)[N+](C)(C)C (benzyl-trimethylammonium hydroxide). The product is COC(\C(=C\C(=O)OC)\OC1=C(C=C(C=C1)C(C)(C)C)C(C)(C)C)=O (2,4-di-t-butylphenoxyfumaric acid dimethyl ester). Reaction SMILES: [C:1]([C:5]1[CH:10]=[C:9]([C:11]([CH3:14])([CH3:13])[CH3:12])[CH:8]=[CH:7][C:6]=1[OH:15])([CH3:4])([CH3:3])[CH3:2].[CH3:16][O:17][C:18]([C:20]#[C:21][C:22]([O:24][CH3:25])=[O:23])=[O:19]>[OH-].C([N+](C)(C)C)C1C=CC=CC=1>[CH3:16][O:17][C:18](=[O:19])/[C:20](/[O:15][C:6]1[CH:7]=[CH:8][C:9]([C:11]([CH3:14])([CH3:13])[CH3:12])=[CH:10][C:5]=1[C:1]([CH3:4])([CH3:3])[CH3:2])=[CH:21]/[C:22]([O:24][CH3:25])=[O:23] |f:2.3|. Reported procedure: A mixture of 5 parts of 2,4-di-t-butylphenol, 3.55 parts of acetylene dicarboxylic acid dimethyl ester and four drops of benzyl-trimethylammonium hydroxide were heated on a steam bath for 20 min. The 2,4-di-t-butylphenoxyfumaric acid dimethyl ester formed was hydrolysed by heating with 2.8 parts of sodium hydroxide in 15 parts by volume of water and 8 parts by volume of methanol. The hydrolysis was complete when one layer was obtained. The methanol was boiled off and the solution was cooled and ... The reactants are N#Cc1cccc(C(Br)c2ccc(Cl)cc2)c1, O=C([O-])[O-], [Cs+], [Cs+], CSc1cc(F)cc(C(C2CNC2)C(C)(C)F)c1. Yields the product CSc1cc(F)cc(C(C2CN(C(c3ccc(Cl)cc3)c3cccc(C#N)c3)C2)C(C)(C)F)c1. As a reaction SMILES: [Br:19][CH:20]([c:21]1[cH:22][c:23]([C:24]#[N:25])[cH:26][cH:27][cH:28]1)[c:29]1[cH:30][cH:31][c:32]([Cl:35])[cH:33][cH:34]1.[C:36](=[O:37])([O-:38])[O-:39].[Cs+:40].[Cs+:41].[F:1][C:2]([CH:3]([c:4]1[cH:5][c:6]([F:12])[cH:7][c:8]([S:10][CH3:11])[cH:9]1)[CH:13]1[CH2:14][NH:15][CH2:16]1)([CH3:17])[CH3:18]>>[F:1][C:2]([CH:3]([c:4]1[cH:5][c:6]([F:12])[cH:7][c:8]([S:10][CH3:11])[cH:9]1)[CH:13]1[CH2:14][N:15]([CH:20]([c:21]2[cH:22][c:23]([C:24]#[N:25])[cH:26][cH:27][cH:28]2)[c:29]2[cH:30][cH:31][c:32]([Cl:35])[cH:33][cH:34]2)[CH2:16]1)([CH3:17])[CH3:18]. The reactants are C(C=C)N(C)CCCCCC=1C=C2C=CNC2=CC1 (Allyl-[5-(1H-indol-5-yl)-pentyl]-methyl-amine), FC1=C(C=CC=C1)C1=CC=CC=C1 (2-fluoro-biphenyl). Yields the product C(C=C)N(C)CCCCCC=1C=C2C=CN(C2=CC1)C1=C(C=CC=C1)C1=CC=CC=C1 (Allyl-[5-(1-biphenyl-2-yl-1H-indol-5-yl)-pentyl]-methyl-amine). Reaction SMILES: [CH2:1]([N:4]([CH2:6][CH2:7][CH2:8][CH2:9][CH2:10][C:11]1[CH:12]=[C:13]2[C:17](=[CH:18][CH:19]=1)[NH:16][CH:15]=[CH:14]2)[CH3:5])[CH:2]=[CH2:3].F[C:21]1[CH:26]=[CH:25][CH:24]=[CH:23][C:22]=1[C:27]1[CH:32]=[CH:31][CH:30]=[CH:29][CH:28]=1>>[CH2:1]([N:4]([CH2:6][CH2:7][CH2:8][CH2:9][CH2:10][C:11]1[CH:12]=[C:13]2[C:17](=[CH:18][CH:19]=1)[N:16]([C:32]1[CH:31]=[CH:30][CH:29]=[CH:28][C:27]=1[C:22]1[CH:21]=[CH:26][CH:25]=[CH:24][CH:23]=1)[CH:15]=[CH:14]2)[CH3:5])[CH:2]=[CH2:3]. Procedure details: In analogy to example 4.6, Allyl-[5-(1H-indol-5-yl)-pentyl]-methyl-amine and 2-fluoro-biphenyl were converted to yield Allyl-[5-(1-biphenyl-2-yl-1H-indol-5-yl)-pentyl]-methyl-amine as light yellow oil, MS: 409 (MH+). Reactants: C(C)(=O)OCC (ethyl acetate), FC1=C(C=C(C(=C1)C(F)(F)F)F)I (1,4-difluoro-2-iodo-5-(trifluoromethyl)benzene), [NH4+].[Cl-] (NH4Cl), C(C)(C)OB1OC(C(O1)(C)C)(C)C (2-Isopropoxy-4,4,5,5-tetramethyl-1,3,2-dioxaborolane). Solvent: C1CCOC1 (THF). Conditions: temperature 0 celsius, time 40 minute. Yields the product FC1=C(C=C(C(=C1)C(F)(F)F)F)B1OC(C(O1)(C)C)(C)C (2-(2,5-difluoro-4-(trifluoromethyl)phenyl)-4,4,5,5-tetramethyl-1,3,2-dioxaborolane). Yield: 101.4%. Reaction SMILES: [F:1][C:2]1[CH:7]=[C:6]([C:8]([F:11])([F:10])[F:9])[C:5]([F:12])=[CH:4][C:3]=1I.C(O[B:18]1[O:22][C:21]([CH3:24])([CH3:23])[C:20]([CH3:26])([CH3:25])[O:19]1)(C)C.[NH4+].[Cl-].C(OCC)(=O)C>C1COCC1>[F:1][C:2]1[CH:7]=[C:6]([C:8]([F:11])([F:10])[F:9])[C:5]([F:12])=[CH:4][C:3]=1[B:18]1[O:22][C:21]([CH3:24])([CH3:23])[C:20]([CH3:26])([CH3:25])[O:19]1 |f:2.3|. Procedure: 1,4-difluoro-2-iodo-5-(trifluoromethyl)benzene (500 mg, 1.6 mmol) was dissolved in dry THF (7 mL), cooled to 0° C. and treated in portions with isopropyl magnesium chloride-lithium chloride complex (1.4 mL, 1.3 M, 1.8 mmol) and stirred for 40 min at 5° C. 2-Isopropoxy-4,4,5,5-tetramethyl-1,3,2-dioxaborolane (360 μl, 330 mg, 1.8 mmol) was added and stirring was continued for 1 h. After treating with sat. NH4Cl, the mixture was shaken with ethyl acetate. The organic phase was washed with saturated...